Dataset: the Open Reaction Database (ORD), a public repository of structured organic reaction records. Task: describe an organic reaction: reactants, conditions, products, and yield Starting materials: NC1=C(C=C(C(=O)OCCCN2CCN(CC2)CCO)C=C1CN(CC)C1CCCCC1)Br (N-{3-[4-amino-3-bromo-5-(N-ethyl-cyclohexylaminomethyl)-benzoyloxy]-propyl}-N'-(2-hydroxyethyl)-piperazine), ClC1=C(C(=CC=C1)Cl)NC1=C(C=CC=C1)CC(=O)O (2-[(2,6-dichlorophenyl)amino]-phenyl-acetic acid), C1(CCCCC1)N=C=NC1CCCCC1 (dicyclohexyl-carbodiimide). Product: NC1=C(C=C(C(=O)OCCCN2CCN(CC2)CCOC(CC2=C(C=CC=C2)NC2=C(C=CC=C2Cl)Cl)=O)C=C1CN(CC)C1CCCCC1)Br (N-{3-[4-Amino-3-bromo-5-(N-ethyl-cyclohexylaminomethyl)-benzoyloxy]-propyl}-N'-{2-[2-[(2,6-dichlorophenyl)-amino]-phenyl-acetoxy]-ethyl}-piperazine). Reaction SMILES: [NH2:1][C:2]1[C:22]([CH2:23][N:24]([CH:27]2[CH2:32][CH2:31][CH2:30][CH2:29][CH2:28]2)[CH2:25][CH3:26])=[CH:21][C:5]([C:6]([O:8][CH2:9][CH2:10][CH2:11][N:12]2[CH2:17][CH2:16][N:15]([CH2:18][CH2:19][OH:20])[CH2:14][CH2:13]2)=[O:7])=[CH:4][C:3]=1[Br:33].[Cl:34][C:35]1[CH:40]=[CH:39][CH:38]=[C:37]([Cl:41])[C:36]=1[NH:42][C:43]1[CH:48]=[CH:47][CH:46]=[CH:45][C:44]=1[CH2:49][C:50](O)=[O:51].C1(N=C=NC2CCCCC2)CCCCC1>>[NH2:1][C:2]1[C:22]([CH2:23][N:24]([CH:27]2[CH2:32][CH2:31][CH2:30][CH2:29][CH2:28]2)[CH2:25][CH3:26])=[CH:21][C:5]([C:6]([O:8][CH2:9][CH2:10][CH2:11][N:12]2[CH2:17][CH2:16][N:15]([CH2:18][CH2:19][O:20][C:50](=[O:51])[CH2:49][C:44]3[CH:45]=[CH:46][CH:47]=[CH:48][C:43]=3[NH:42][C:36]3[C:35]([Cl:34])=[CH:40][CH:39]=[CH:38][C:37]=3[Cl:41])[CH2:14][CH2:13]2)=[O:7])=[CH:4][C:3]=1[Br:33]. Reported procedure: This compound was prepared from N-{3-[4-amino-3-bromo-5-(N-ethyl-cyclohexylaminomethyl)-benzoyloxy]-propyl}-N'-(2-hydroxyethyl)-piperazine and 2-[(2,6-dichlorophenyl)amino]-phenyl-acetic acid with dicyclohexyl-carbodiimide, analogous to Example 4. The reactants are BrC1=CC=C(C=C1)C=1OC(=C(N1)CCOS(=O)(=O)C)C (Methanesulfonic acid 2-[2-(4-bromo-phenyl)-5-methyl-oxazol-4-yl]-ethyl ester), FC=1C=C(C=CC1C=1OC(=C(N1)CCO)C)C1=CC=C(C=C1)S(=O)(=O)C (2-[2-(3-Fluoro-4′-methanesulfonyl-biphenyl-4-yl)-5-methyl-oxazol-4-yl]-ethanol), FC=1C=C(C=CC1C=1OC(=C(N1)CCO)C)C1=CC=C(C=C1)S(=O)(=O)C (2-[2-(3-Fluoro-4′-methanesulfonyl-biphenyl-4-yl)-5-methyl-oxazol-4-yl]-ethanol). Yields the product FC=1C=C(C=CC1C=1OC(=C(N1)CCN1C(CCC1)C)C)C1=CC=C(C=C1)S(=O)(=O)C (2-(3-Fluoro-4′-methanesulfonyl-biphenyl-4-yl)-5-methyl-4-[2-(2-methyl-pyrrolidin-1-yl)-ethyl]-oxazole). RXN SMILES: BrC1C=CC([C:8]2O[C:10](C)=[C:11]([CH2:13][CH2:14]OS(C)(=O)=O)[N:12]=2)=CC=1.[F:21][C:22]1[CH:23]=[C:24]([C:37]2[CH:42]=[CH:41][C:40]([S:43]([CH3:46])(=[O:45])=[O:44])=[CH:39][CH:38]=2)[CH:25]=[CH:26][C:27]=1[C:28]1[O:29][C:30]([CH3:36])=[C:31]([CH2:33][CH2:34]O)[N:32]=1>>[F:21][C:22]1[CH:23]=[C:24]([C:37]2[CH:38]=[CH:39][C:40]([S:43]([CH3:46])(=[O:45])=[O:44])=[CH:41][CH:42]=2)[CH:25]=[CH:26][C:27]=1[C:28]1[O:29][C:30]([CH3:36])=[C:31]([CH2:33][CH2:34][N:12]2[CH2:8][CH2:14][CH2:13][CH:11]2[CH3:10])[N:32]=1. Procedure details: The titled compound is prepared in substantial accordance with the procedures found in Intermediate 13 and Example 75 using 2-[2-(3-Fluoro-4′-methanesulfonyl-biphenyl-4-yl)-5-methyl-oxazol-4-yl]-ethanol (see Intermediate 38). MS (m/e): 443.3 (M+1) The reactants are ClC=1C=NC(=C(C(=O)O)C1)N1CC(C1)OC1=CC(=CC=C1)F (5-chloro-2-(3-(3-fluorophenoxy)azetidin-1-yl)nicotinic acid), Cl.NC1(CC1)C1=CC=C(C(=O)OC)C=C1 (methyl 4-(1-aminocyclopropyl)benzoate hydrochloride). The product is ClC=1C=NC(=C(C(=O)NC2(CC2)C2=CC=C(C(=O)OC)C=C2)C1)N1CC(C1)OC1=CC(=CC=C1)F (methyl 4-(1-(5-chloro-2-(3-(3-fluorophenoxy)azetidin-1-yl)nicotinamido)cyclopropyl)benzoate). Yield: 52.3%. RXN SMILES: [Cl:1][C:2]1[CH:3]=[N:4][C:5]([N:11]2[CH2:14][CH:13]([O:15][C:16]3[CH:21]=[CH:20][CH:19]=[C:18]([F:22])[CH:17]=3)[CH2:12]2)=[C:6]([CH:10]=1)[C:7]([OH:9])=O.Cl.[NH2:24][C:25]1([C:28]2[CH:37]=[CH:36][C:31]([C:32]([O:34][CH3:35])=[O:33])=[CH:30][CH:29]=2)[CH2:27][CH2:26]1>>[Cl:1][C:2]1[CH:3]=[N:4][C:5]([N:11]2[CH2:12][CH:13]([O:15][C:16]3[CH:21]=[CH:20][CH:19]=[C:18]([F:22])[CH:17]=3)[CH2:14]2)=[C:6]([CH:10]=1)[C:7]([NH:24][C:25]1([C:28]2[CH:37]=[CH:36][C:31]([C:32]([O:34][CH3:35])=[O:33])=[CH:30][CH:29]=2)[CH2:27][CH2:26]1)=[O:9] |f:1.2|. Procedure: The title compound (D151) (56 mg) was prepared according to the experimental procedure described in Description 146 starting from 5-chloro-2-(3-(3-fluorophenoxy)azetidin-1-yl)nicotinic acid (D103) (70 mg, 0.216 mmol) and methyl 4-(1-aminocyclopropyl)benzoate (D7) (49.18 mg, 0.216 mmol). The reactants are BrC1=CC(=NC2=CC=C(C=C12)OC1CCC(CC1)C(C)(C)C)C (4-Bromo-6-(4-tert-butyl-cyclohexyloxy)-2-methyl-quinoline), [Se](=O)=O (Selenium dioxide), hexanes ethyl acetate. Run in O1CCOCC1 (1,4-Dioxane), O1CCOCC1 (1,4-Dioxane). Conditions: temperature 50 celsius, time 4 day. Yields the product BrC1=CC(=NC2=CC=C(C=C12)O[C@@H]1CC[C@H](CC1)C(C)(C)C)C=O (4-Bromo-6-(trans-4-tert-butyl-cyclohexyloxy)-quinoline-2-carbaldehyde). Reaction SMILES: [Se](=O)=[O:2].[Br:4][C:5]1[C:14]2[C:9](=[CH:10][CH:11]=[C:12]([O:15][CH:16]3[CH2:21][CH2:20][CH:19]([C:22]([CH3:25])([CH3:24])[CH3:23])[CH2:18][CH2:17]3)[CH:13]=2)[N:8]=[C:7]([CH3:26])[CH:6]=1>O1CCOCC1>[Br:4][C:5]1[C:14]2[C:9](=[CH:10][CH:11]=[C:12]([O:15][C@H:16]3[CH2:21][CH2:20][C@H:19]([C:22]([CH3:23])([CH3:25])[CH3:24])[CH2:18][CH2:17]3)[CH:13]=2)[N:8]=[C:7]([CH:26]=[O:2])[CH:6]=1. Procedure details: To a suspension of Selenium dioxide (0.333 g, 3.00 mmol) in 1,4-Dioxane (8.0 mL) was added a solution of 4-Bromo-6-(4-tert-butyl-cyclohexyloxy)-2-methyl-quinoline (0.469 g, 1.25 mmol) in 1,4-Dioxane (4.0 mL). The mixture was sealed and was heated at 50° C. in an oil bath. After 4 d, the reaction was filtered through Celite and washed with dioxane. The solvent was evaporated and the residue was purified on silica gel column using 0-25% ethyl acetate in hexanes as eluent. Isolated was the product ... Run in C(C)(=O)O (acetic acid). The product is C(C)C1(C(NC(N(C1=O)C1=CC=CC=C1)=O)=O)N1C(C=2C(C1=O)=C(C(=C(C2F)F)F)F)=O (5-ethyl-1-phenyl-5-(tetrafluorophthalimido)barbituric acid). Starting materials: NC1(C(NC(N(C1=O)C1=CC=CC=C1)=O)=O)CC (5-amino-5-ethyl-1-phenylbarbituric acid), FC=1C(=C(C(=C2C1C(=O)OC2=O)F)F)F (tetrafluorophthalic anhydride). Isolated yield 60.1%. Reported procedure: A mixture of about 250 mg (about 1 mmol) of 5-amino-5-ethyl-1-phenylbarbituric acid, about 260 mg (about 1.2 mmol) of tetrafluorophthalic anhydride, and about 7 mL of acetic acid was refluxed for about 3 hours. The solvent was evaporated to dryness under reduced pressure of from about 200 to about 15 mbar. The residue was recrystallized from ethyl alcohol to yield about 270 mg 5-ethyl-1-phenyl-5-(tetrafluorophthalimido)barbituric acid (a 60% yield) having a melting point of about 218° to about 2... As a reaction SMILES: [NH2:1][C:2]1([CH2:17][CH3:18])[C:7](=[O:8])[N:6]([C:9]2[CH:14]=[CH:13][CH:12]=[CH:11][CH:10]=2)[C:5](=[O:15])[NH:4][C:3]1=[O:16].[F:19][C:20]1[C:21]([F:33])=[C:22]([F:32])[C:23]([F:31])=[C:24]2[C:29](=O)[O:28][C:26](=[O:27])[C:25]=12>C(O)(=O)C>[CH2:17]([C:2]1([N:1]2[C:29](=[O:28])[C:24]3=[C:23]([F:31])[C:22]([F:32])=[C:21]([F:33])[C:20]([F:19])=[C:25]3[C:26]2=[O:27])[C:7](=[O:8])[N:6]([C:9]2[CH:14]=[CH:13][CH:12]=[CH:11][CH:10]=2)[C:5](=[O:15])[NH:4][C:3]1=[O:16])[CH3:18].